This data is from the Open Reaction Database (ORD), a public repository of structured organic reaction records. The task is: describe an organic reaction: reactants, conditions, products, and yield Starting materials: ClC1=C(C=C(C=C1)[C@@]1(O[C@@H]([C@H]([C@@H]([C@H]1O[Si](C)(C)C)O[Si](C)(C)C)O[Si](C)(C)C)CO[Si](C)(C)C)O)CC1=CC=C(C=C1)OCC(F)(F)F ((2S,3R,4S,5R,6R)-2-[4-chloro-3-[[4-(2,2,2-trifluoroethoxyl)phenyl]methyl]phenyl]-3,4,5-tris(trimethylsilyloxy)-6-(trimethylsilyloxymethyl)tetrahydropyran-2-ol), CS(=O)(=O)O (methylsulfonic acid), C([O-])(O)=O.[Na+] (sodium bicarbonate). Run in CO (methanol). Reaction conditions: time 16 hour. Yields the product ClC1=C(C=C(C=C1)[C@@]1(O[C@@H]([C@H]([C@@H]([C@H]1O)O)O)CO)OC)CC1=CC=C(C=C1)OCC(F)(F)F ((2S,3R,4S,5S,6R)-2-[4-chloro-3-[[4-(2,2,2-trifluoroethoxyl)phenyl]methyl]phenyl]-6-(hydroxymethyl)-2-methoxy-tetrahydropyran-3,4,5-triol), powder. The yield is 54.3%. Reaction SMILES: [Cl:1][C:2]1[CH:7]=[CH:6][C:5]([C@@:8]2([OH:35])[C@H:13]([O:14][Si](C)(C)C)[C@@H:12]([O:19][Si](C)(C)C)[C@H:11]([O:24][Si](C)(C)C)[C@@H:10]([CH2:29][O:30][Si](C)(C)C)[O:9]2)=[CH:4][C:3]=1[CH2:36][C:37]1[CH:42]=[CH:41][C:40]([O:43][CH2:44][C:45]([F:48])([F:47])[F:46])=[CH:39][CH:38]=1.[CH3:49]S(O)(=O)=O.C(=O)(O)[O-].[Na+]>CO>[Cl:1][C:2]1[CH:7]=[CH:6][C:5]([C@@:8]2([O:35][CH3:49])[C@H:13]([OH:14])[C@@H:12]([OH:19])[C@H:11]([OH:24])[C@@H:10]([CH2:29][OH:30])[O:9]2)=[CH:4][C:3]=1[CH2:36][C:37]1[CH:42]=[CH:41][C:40]([O:43][CH2:44][C:45]([F:48])([F:47])[F:46])=[CH:39][CH:38]=1 |f:2.3|. Procedure: To a solution of (2S,3R,4S,5R,6R)-2-[4-chloro-3-[[4-(2,2,2-trifluoroethoxyl)phenyl]methyl]phenyl]-3,4,5-tris(trimethylsilyloxy)-6-(trimethylsilyloxymethyl)tetrahydropyran-2-ol 17d (45.0 g, 58.0 mmol) in anhydrous methanol (120 mL) was added methylsulfonic acid (11.3 mL, 174 mmol). The mixture was stirred at room temperature for 16 hours. The reaction mixture was neutralized with saturated aqueous sodium bicarbonate till pH becomes 7 and concentrated in vacuo to remove most of the solvent. The re... Yield: 85.2%. The reactants are [N+](=O)([O-])C1=CC(=C(C(=C1)F)O)F (4-nitro-2,6-difluoro-phenol), C([O-])([O-])=O.[Cs+].[Cs+] (cesium carbonate), BrCC(=O)OC (methyl bromoacetate). Procedure: A mixture of 4-nitro-2,6-difluoro-phenol (5.08 g, 29.0 mmol) and cesium carbonate (10.3 g, 31.7 mmol) in 100 mL acetonitrite was treated with methyl bromoacetate (3.0 mL, 31.7 mmol). The mixture was heated at reflux for 2 h. The mixture was allowed to cool to ambient temperature, and partitioned between water and ethyl acetate. The organic layer was separated and dried over sodium sulfate, filtered, and concentrated to afford material which was purified by silica gel chromatography eluting with ... The product is COC(COC1=C(C=C(C=C1F)[N+](=O)[O-])F)=O ((4-Nitro-2,6-difluoro-phenoxy)-acetic acid methyl ester). As a reaction SMILES: [N+:1]([C:4]1[CH:9]=[C:8]([F:10])[C:7]([OH:11])=[C:6]([F:12])[CH:5]=1)([O-:3])=[O:2].C(=O)([O-])[O-].[Cs+].[Cs+].Br[CH2:20][C:21]([O:23][CH3:24])=[O:22]>>[CH3:24][O:23][C:21](=[O:22])[CH2:20][O:11][C:7]1[C:6]([F:12])=[CH:5][C:4]([N+:1]([O-:3])=[O:2])=[CH:9][C:8]=1[F:10] |f:1.2.3|. Starting materials: C(C1=CC=CC=C1)OC1=CC(=CC2=C1C(CC(O2)(C)C)C(=O)O)C(CCCCCC)(C)C (5-benzyloxy-2,2-dimethyl-7-(1,1-dimethylheptyl)-3,4-dihydro-2H-benzopyran-4-carboxylic acid). The reagents and catalysts are [Pd] (palladium-on-carbon). Run in C(C)(=O)OCC (ethyl acetate). Yields the product OC1=CC(=CC2=C1C(CC(O2)(C)C)C(=O)O)C(CCCCCC)(C)C (5-Hydroxy-2,2-dimethyl-7-(1,1-dimethylheptyl)-3,4-dihydro-2H-benzopyran-4-carboxylic acid). Reaction SMILES: C([O:8][C:9]1[C:14]2[CH:15]([C:21]([OH:23])=[O:22])[CH2:16][C:17]([CH3:20])([CH3:19])[O:18][C:13]=2[CH:12]=[C:11]([C:24]([CH3:32])([CH3:31])[CH2:25][CH2:26][CH2:27][CH2:28][CH2:29][CH3:30])[CH:10]=1)C1C=CC=CC=1>[Pd].C(OCC)(=O)C>[OH:8][C:9]1[C:14]2[CH:15]([C:21]([OH:23])=[O:22])[CH2:16][C:17]([CH3:20])([CH3:19])[O:18][C:13]=2[CH:12]=[C:11]([C:24]([CH3:31])([CH3:32])[CH2:25][CH2:26][CH2:27][CH2:28][CH2:29][CH3:30])[CH:10]=1. Procedure: A mixture of 5.0 g. of 5-benzyloxy-2,2-dimethyl-7-(1,1-dimethylheptyl)-3,4-dihydro-2H-benzopyran-4-carboxylic acid (prepared by the method of Example 88, Part A), 500 mg. 5% palladium-on-carbon catalyst and 150 ml. ethyl acetate is hydrogenated for 18 hours by the procedure of Example 86. After removal of catalyst and evaporation of solvent 4.25 g. of foam is obtained. Purification by silica gel chromatography, eluting with 2:1 hexane/ethyl ether affords 1.84 g. of product, M.P. 147°-148° C. Reactants: [N+](=O)([O-])C=1C=CC2=C(NC(C=3C(N2)=CSC3)=O)C1 (4,9-dihydro-7-nitro-10H-thieno[3,4-b][1,5]benzodiazepin-10-one), N1=CC=CC=C1 (pyridine). The reagents and catalysts are [Pd] (palladium on carbon). Solvent: CO (methanol). The product is NC=1C=CC2=C(NC(C=3C(N2)=CSC3)=O)C1 (7-Amino-4,9-dihydro-10H-thieno[3,4-b][1,5]benzodiazepin-10-one). RXN SMILES: [N+:1]([C:4]1[CH:5]=[CH:6][C:7]2[NH:13][C:12]3=[CH:14][S:15][CH:16]=[C:11]3[C:10](=[O:17])[NH:9][C:8]=2[CH:18]=1)([O-])=O.N1C=CC=CC=1>[Pd].CO>[NH2:1][C:4]1[CH:5]=[CH:6][C:7]2[NH:13][C:12]3=[CH:14][S:15][CH:16]=[C:11]3[C:10](=[O:17])[NH:9][C:8]=2[CH:18]=1. Reported procedure: A 7.8 g. portion of 4,9-dihydro-7-nitro-10H-thieno[3,4-b][1,5]benzodiazepin-10-one in a mixture of 200 ml. of pyridine and 50 ml. of methanol with 200 mg. of 10% palladium on carbon catalyst was shaken for 2 hours in a Parr hydrogenator. The catalyst was filtered and the solvents were removed under vacuum on the steam bath. The residue was dissolved in dilute hydrochloric acid, filtered, and the filtrate was made alkaline with sodium hydroxide. The crystals which form are recovered by filtration... Starting materials: C(CCl)Cl (EDC), CNCC1=C(OC2=C1C=CC=C2)C (methyl-(2-methyl-benzofuran-3-ylmethyl)-amine), Cl.CN1CCNC2=C(C1)C=C(C=N2)C=CC(=O)O (3-(4-Methyl-2,3,4,5-tetrahydro-1H-pyrido[2,3-e][1,4]diazepin-7-yl)-acrylic acid hydrochloride), Cl (HCl), CCOCC (ether). Run in C(Cl)Cl (methylene chloride), O (H2O). Reaction conditions: temperature 40 celsius, time 8 hour. Product: Cl.Cl.CN(C(C=CC1=CC2=C(NCCN(C2)C)N=C1)=O)CC=1OC2=C(C1C)C=CC=C2 (N-Methyl-N-(3-methyl-benzofuran-2-ylmethyl)-3-(4-methyl-2,3,4,5-tetrahydro-1H-pyrido[2,3-e][1,4]diazepin-7-yl)-acrylamide dihydrochloride). Yield: 53.5%. RXN SMILES: [CH2:1](Cl)[CH2:2][Cl:3].[CH3:5][NH:6][CH2:7][C:8]1[C:12]2[CH:13]=[CH:14][CH:15]=[CH:16][C:11]=2OC=1C.[ClH:18].[CH3:19][N:20]1[CH2:26][C:25]2[CH:27]=[C:28]([CH:31]=[CH:32][C:33]([OH:35])=O)[CH:29]=[N:30][C:24]=2[NH:23][CH2:22][CH2:21]1.Cl.CC[O:39]CC>O.C(Cl)Cl>[ClH:3].[ClH:18].[CH3:5][N:6]([CH2:7][C:8]1[O:39][C:2]2[CH:1]=[CH:14][CH:15]=[CH:16][C:11]=2[C:12]=1[CH3:13])[C:33](=[O:35])[CH:32]=[CH:31][C:28]1[CH:29]=[N:30][C:24]2[NH:23][CH2:22][CH2:21][N:20]([CH3:19])[CH2:26][C:25]=2[CH:27]=1 |f:2.3,8.9.10|. Procedure: EDC (0.21 g, 1.1 mmol) was added to a suspension of methyl-(2-methyl-benzofuran-3-ylmethyl)-amine (158 mg, 0.9 mmol) and 3-(4-Methyl-2,3,4,5-tetrahydro-1H-pyrido[2,3-e][1,4]diazepin-7-yl)-acrylic acid hydrochloride (201 mg, 0.75 mmol). The mixture was allowed to stir overnight at 40° C. The mixture was cooled to 0° C. and diluted with H2O (60 mL) with rapid stirring. The resulting precipitate was filtered, washed with H2O (20 mL) then dried under high vacuum. The solid was then subjected to flas... Starting materials: CCCCO, CCN(C(C)C)C(C)C, Cc1cccc2cc(C(C)N)n(-c3ccccc3)c(=O)c12, Nc1nc(Cl)c2[nH]cnc2n1. Yields the product Cc1cccc2cc(C(C)Nc3nc(N)nc4[nH]cnc34)n(-c3ccccc3)c(=O)c12. RXN SMILES: [CH2:42]([OH:43])[CH2:44][CH2:45][CH3:46].[CH:33]([N:34]([CH2:35][CH3:36])[CH:37]([CH3:38])[CH3:39])([CH3:40])[CH3:41].[NH2:1][CH:2]([CH3:3])[c:4]1[n:5](-[c:16]2[cH:17][cH:18][cH:19][cH:20][cH:21]2)[c:6](=[O:15])[c:7]2[c:8]([CH3:14])[cH:9][cH:10][cH:11][c:12]2[cH:13]1.[NH2:22][c:23]1[n:24][c:25]([Cl:32])[c:26]2[nH:27][cH:28][n:29][c:30]2[n:31]1>>[NH:1]([CH:2]([CH3:3])[c:4]1[n:5](-[c:16]2[cH:17][cH:18][cH:19][cH:20][cH:21]2)[c:6](=[O:15])[c:7]2[c:8]([CH3:14])[cH:9][cH:10][cH:11][c:12]2[cH:13]1)[c:25]1[n:24][c:23]([NH2:22])[n:31][c:30]2[c:26]1[n:27][cH:28][nH:29]2.